This data is from the Open Reaction Database (ORD), a public repository of structured organic reaction records. The task is: describe an organic reaction: reactants, conditions, products, and yield The reactants are O=C1CCC(=O)N1Br, N#Cc1ccc(CC(=O)O)cc1, O, O=S(=O)(O)O. Product: N#Cc1ccc(CC(=O)O)c(Br)c1. Reaction SMILES: [Br:13][N:14]1[C:15](=[O:16])[CH2:17][CH2:18][C:19]1=[O:20].[C:1](#[N:2])[c:3]1[cH:4][cH:5][c:6]([CH2:9][C:10](=[O:11])[OH:12])[cH:7][cH:8]1.[OH2:26].[S:21](=[O:22])(=[O:23])([OH:24])[OH:25]>>[C:1](#[N:2])[c:3]1[cH:4][c:5]([Br:13])[c:6]([CH2:9][C:10](=[O:11])[OH:12])[cH:7][cH:8]1. The reactants are O1CC1(C)C (1,2-epoxy-2-methylpropane), Cl(=O)(=O)(=O)[O-].[Li+] (Lithium perchlorate), N1CC(C1)C=1C=CC2=C(C=3N=C(SC3CCO2)C=2N(N=CN2)C(C)C)C1 (9-Azetidin-3-yl-2-(2-isopropyl-2H-[1,2,4]triazol-3-yl)-4,5-dihydro-6-oxa-3-thia-1-aza-benzo[e]azulene). The solvent is C1CCOC1 (THF). Conditions: time 12.5 minute. Yields the product C(C)(C)N1N=CN=C1C=1SC=2CCOC3=C(C2N1)C=C(C=C3)C3CN(C3)CC(C)(O)C (1-{3-[2-(2-Isopropyl-2H-[1,2,4]triazol-3-yl)-4,5-dihydro-6-oxa-3-thia-1-aza-benzo[e]azulen-9-yl]-azetidin-1-yl}-2-methyl-propan-2-ol). The yield is 35.7%. RXN SMILES: Cl([O-])(=O)(=O)=O.[Li+].[O:7]1[C:9]([CH3:11])([CH3:10])[CH2:8]1.[NH:12]1[CH2:15][CH:14]([C:16]2[CH:17]=[CH:18][C:19]3[O:28][CH2:27][CH2:26][C:25]4[S:24][C:23]([C:29]5[N:30]([CH:34]([CH3:36])[CH3:35])[N:31]=[CH:32][N:33]=5)=[N:22][C:21]=4[C:20]=3[CH:37]=2)[CH2:13]1>C1COCC1>[CH:34]([N:30]1[C:29]([C:23]2[S:24][C:25]3[CH2:26][CH2:27][O:28][C:19]4[CH:18]=[CH:17][C:16]([CH:14]5[CH2:13][N:12]([CH2:8][C:9]([CH3:11])([OH:7])[CH3:10])[CH2:15]5)=[CH:37][C:20]=4[C:21]=3[N:22]=2)=[N:33][CH:32]=[N:31]1)([CH3:36])[CH3:35] |f:0.1|. Procedure details: Lithium perchlorate (52 mg, 0.49 mmol) was added to THF (5 mL) followed by 1,2-epoxy-2-methylpropane (0.43 mL, 4.9 mmol) and the mixture was stirred for 10-15 minutes giving a clear solution. 9-Azetidin-3-yl-2-(2-isopropyl-2H-[1,2,4]triazol-3-yl)-4,5-dihydro-6-oxa-3-thia-1-aza-benzo[e]azulene (0.18 g, 0.49 mmol) was added and the reaction mixture was stirred for 72 hours then concentrated in vacuo. The resultant residue was purified by flash chromatography (SiO2, 0-10% MeOH in EtOAc) and the res... Starting materials: C[Si](Cl)(C)C.O (trimethylchlorosilane water), C(CC1=CC=CC=C1)C1CCC(CC1)=O (4-(phenethyl)-cyclohexanone), C=O (paraformaldehyde), Cl.CNC (dimethylamine hydrochloride). The solvent is C(C)(=O)O (acetic acid), CC(CC)=O (2-butanone). Reaction conditions: temperature 105 celsius. The product is Cl.CN(C)CC1C(CCC(C1)CCC1=CC=CC=C1)=O (2-dimethylaminomethyl-4-(phenethyl)-cyclohexanone hydrochloride). The yield is 58.0%. RXN SMILES: [CH2:1]([CH:9]1[CH2:14][CH2:13][C:12](=[O:15])[CH2:11][CH2:10]1)[CH2:2][C:3]1[CH:8]=[CH:7][CH:6]=[CH:5][CH:4]=1.C=O.Cl.[CH3:19][NH:20][CH3:21].[CH3:22][Si](C)(C)[Cl:24].O>C(O)(=O)C.CC(=O)CC>[ClH:24].[CH3:19][N:20]([CH2:22][CH:13]1[CH2:14][CH:9]([CH2:1][CH2:2][C:3]2[CH:8]=[CH:7][CH:6]=[CH:5][CH:4]=2)[CH2:10][CH2:11][C:12]1=[O:15])[CH3:21] |f:2.3,4.5,8.9|. Procedure: 20.2 g (0.1 mole) of compound (47), 1.5 g (0.05 mole) paraformaldehyde and 4.07 g (0.05 mole) dimethylamine hydrochloride were dissolved in 40 ml acetic acid and heated in a bath at 105° C. for 20 minutes with stirring. The acetic acid was subsequently distilled off under vacuum, and the residue was dissolved in 100 ml water and extracted with ether. The aqueous phase was adjusted to a pH of 11 with aqueous sodium hydroxide solution and the Mannich base was extracted with dichloromethane. After ... Reactants: C=CC#N, Cc1c(N)cccc1C(F)(F)F, ClCCl, Cl, O=N[O-], [Na+], O. Yields the product Cc1c(CC(Cl)C#N)cccc1C(F)(F)F. RXN SMILES: [CH2:14]=[CH:15][C:16]#[N:17].[CH3:2][c:3]1[c:4]([NH2:5])[cH:6][cH:7][cH:8][c:9]1[C:10]([F:11])([F:12])[F:13].[Cl:23][CH2:24][Cl:25].[ClH:1].[N:18]([O-:19])=[O:20].[Na+:21].[OH2:22]>>[Cl:1][CH:15]([CH2:14][c:4]1[c:3]([CH3:2])[c:9]([C:10]([F:11])([F:12])[F:13])[cH:8][cH:7][cH:6]1)[C:16]#[N:17]. The reactants are CC(Cl)c1cccnc1, O=C(OC(C)(C)C)N1CC2=C(CC1)NN=C2O. Reagents/catalysts: O=C([O-])[O-].[Cs+].[Cs+] (cesium carbonate), [I-].[K+] (potassium iodide). Solvent: CN(C)C=O (DMF), CN(C)C=O (dmf), CN(C)C=O (DMF). Conditions: temperature 70 celsius, time 16 hour. Product: O=C(OC(C)(C)C)N%12CC%13=C(CC%12)N(C(C)C%14=CC=CN=C%14)N=C%13O. Reaction SMILES: I[CH3:2].[Mg].[CH3:4][C:5]1[CH:27]=[CH:26][C:8]([C:9]([C:11]2[CH:16]=[CH:15][CH:14]=[C:13]([C:17](=[O:25])[C:18]3C=CC(C)=CC=3)[CH:12]=2)=[O:10])=[CH:7][CH:6]=1.Cl.[C:29]1([CH3:35])[CH:34]=[CH:33][CH:32]=[CH:31][CH:30]=1>C(OCC)C>[CH3:35][C:29]1[CH:34]=[CH:33][C:32]([C:17]([C:13]2[CH:14]=[CH:15][CH:16]=[C:11]([C:9]([OH:10])([C:8]3[CH:7]=[CH:6][C:5]([CH3:4])=[CH:27][CH:26]=3)[CH3:2])[CH:12]=2)([OH:25])[CH3:18])=[CH:31][CH:30]=1. Reported procedure: A reaction vessel was charged with 144.5 grams of aluminum chloride, 300 milliliters of toluene. A solution of 100.1 grams of isophthaloyol dichloride dissolved in 150 milliliters of toluene was added over a one hour period while the vessel and contents were maintained at a temperature below about 40° C. The reaction mixture was stirred for 30 minutes after completion of the addition of the dichloride-toluene solution. The reactor and contents were then heated to 90° C. over a period of 30 minut... The solvent is C(C)OCC (diethyl ether), C(C)OCC (diethyl ether). Reaction conditions: time 1 hour. Reactants: CC1=CC=C(C(=O)C2=CC(=CC=C2)C(C2=CC=C(C=C2)C)=O)C=C1 (1,3-di(4-methylbenzoyl)benzene), C1(=CC=CC=C1)C (toluene), Cl (hydrochloric acid), ice, ice, 1, IC (iodomethane), [Mg] (magnesium), resultant mixture, Grignard reagent, C1(=CC=CC=C1)C (toluene). Yields the product Grignard reagent, CC1=CC=C(C=C1)C(C)(O)C1=CC(=CC=C1)C(C)(C1=CC=C(C=C1)C)O (1,3-di[1-(4-methylphenyl)1-hydroxyethyl]benzene).